Dataset: the Open Reaction Database (ORD), a public repository of structured organic reaction records. Task: describe an organic reaction: reactants, conditions, products, and yield Starting materials: O=C([O-])[O-], CN(C)C=O, CCOC(C)=O, [Cs+], [Cs+], CC=C(C(=O)OCC)C(F)(F)F, COc1ccc(C=O)c(O)c1I. As a reaction SMILES: [C:25](=[O:26])([O-:27])[O-:28].[CH3:31][N:32]([CH3:33])[CH:34]=[O:35].[CH3:36][CH2:37][O:38][C:39]([CH3:40])=[O:41].[Cs+:29].[Cs+:30].[F:13][C:14]([F:15])([F:16])[C:17](=[CH:18][CH3:19])[C:20]([O:21][CH2:22][CH3:23])=[O:24].[OH:1][c:2]1[c:3]([CH:4]=[O:5])[cH:6][cH:7][c:8]([O:11][CH3:12])[c:9]1[I:10]>>[O:1]1[c:2]2[c:3]([cH:6][cH:7][c:8]([O:11][CH3:12])[c:9]2[I:10])[CH:4]=[C:40]([C:39]([O:38][CH2:37][CH3:36])=[O:41])[CH:17]1[C:14]([F:13])([F:15])[F:16]. Product: CCOC(=O)C1=Cc2ccc(OC)c(I)c2OC1C(F)(F)F. Reactants: ClCC=1C(=NC=CC1)SCC1CC1 (3-Chloromethyl-2-cyclopropylmethylsulfanyl-pyridine), C(C)OC(CCC1=CC(=C(C=C1)O)F)=O (3-(3-fluoro-4-hydroxy-phenyl)-propionic acid ethyl ester). Yields the product C1(CC1)CSC1=NC=CC=C1COC1=C(C=C(C=C1)CCC(=O)O)F (3-[4-(2-cyclopropylmethylsulfanyl-pyridin-3-ylmethoxy)-3-fluoro-phenyl]-propionic acid). Yield: 87.0%. Reaction SMILES: Cl[CH2:2][C:3]1[C:4]([S:9][CH2:10][CH:11]2[CH2:13][CH2:12]2)=[N:5][CH:6]=[CH:7][CH:8]=1.C([O:16][C:17](=[O:28])[CH2:18][CH2:19][C:20]1[CH:25]=[CH:24][C:23]([OH:26])=[C:22]([F:27])[CH:21]=1)C>>[CH:11]1([CH2:10][S:9][C:4]2[C:3]([CH2:2][O:26][C:23]3[CH:24]=[CH:25][C:20]([CH2:19][CH2:18][C:17]([OH:28])=[O:16])=[CH:21][C:22]=3[F:27])=[CH:8][CH:7]=[CH:6][N:5]=2)[CH2:13][CH2:12]1. Procedure details: 3-Chloromethyl-2-cyclopropylmethylsulfanyl-pyridine (0.030 g, 0.14 mmol) obtained in Step C of Preparation Example 18 and 3-(3-fluoro-4-hydroxy-phenyl)-propionic acid ethyl ester (0.031 g, 0.14 mmol) obtained in Step C of Preparation Example 6 were used to react sequentially in the same manner as in Steps A and B of Example 1 to obtain the title compound (0.044 g, 86%). Starting materials: Brc1cccc(Br)c1, C[Si](C)(C)Cl, CCOCC, [Li]CCCC, O. The product is C[Si](C)(C)c1cccc(Br)c1. As a reaction SMILES: [Br:1][c:2]1[cH:3][cH:4][cH:5][c:6]([Br:7])[cH:8]1.[CH3:14][Si:15]([CH3:16])([CH3:17])[Cl:18].[CH3:20][CH2:21][O:22][CH2:23][CH3:24].[CH3:9][CH2:10][CH2:11][CH2:12][Li:13].[OH2:19]>>[Br:1][c:2]1[cH:3][cH:4][cH:5][c:6]([Si:15]([CH3:14])([CH3:16])[CH3:17])[cH:8]1.